From a dataset of the Open Reaction Database (ORD), a public repository of structured organic reaction records. describe an organic reaction: reactants, conditions, products, and yield The reactants are C[O-].[Na+] (Sodium methoxide), C(C1=CC=CC=C1)C=1SC2=C(C(=NC=3C=CC=CC23)NC(C(Cl)(Cl)Cl)=O)N1 (N-(2-benzylthiazolo[4,5-c]quinolin-4-yl)trichloroacetamide), Cl (Hydrochloric acid). Run in CO (methanol), C(C)(C)O (isopropanol), CO (methanol). Yields the product Cl.C(C1=CC=CC=C1)C=1SC2=C(C(=NC=3C=CC=CC23)N)N1 (2-benzylthiazolo[4,5-c]quinolin-4-amine hydrochloride). As a reaction SMILES: [CH2:1]([C:8]1[S:9][C:10]2[C:19]3[CH:18]=[CH:17][CH:16]=[CH:15][C:14]=3[N:13]=[C:12]([NH:20]C(=O)C(Cl)(Cl)[Cl:23])[C:11]=2[N:27]=1)[C:2]1[CH:7]=[CH:6][CH:5]=[CH:4][CH:3]=1.C[O-].[Na+].Cl>CO.C(O)(C)C>[ClH:23].[CH2:1]([C:8]1[S:9][C:10]2[C:19]3[CH:18]=[CH:17][CH:16]=[CH:15][C:14]=3[N:13]=[C:12]([NH2:20])[C:11]=2[N:27]=1)[C:2]1[CH:3]=[CH:4][CH:5]=[CH:6][CH:7]=1 |f:1.2,6.7|. Reported procedure: Trichloroacetyl isocyanate (1.2 mL, 10.3 mmol) was added to a solution of 2-benzylthiazolo[4,5-c]quinoline-5N-oxide (2.0 g, 6.8 mmol) in dichloromethane (100 mL). The reaction mixture was stirred at ambient temperature for 2 hours and then concentrated to provide crude N-(2-benzylthiazolo[4,5-c]quinolin-4-yl)trichloroacetamide. The amide was dissolved in methanol. Sodium methoxide (1 equivalent) was added. The reaction mixture was heated on a steam bath for 30 minutes and then allowed to cool to...